This data is from the Open Reaction Database (ORD), a public repository of structured organic reaction records. The task is: describe an organic reaction: reactants, conditions, products, and yield The reactants are C(CCCC)C1CC2=CC=C(C=C2CC1)C(=O)N (2-pentyl-1,2,3,4-tetrahydro-naphthalene-6-carboxamide), C1(=CC=CC=C1)S(=O)(=O)Cl (benzenesulfonyl chloride), ice, Cl (hydrochloric acid). Solvent: N1=CC=CC=C1 (pyridine). Reaction conditions: time 8 hour. Product: C(CCCC)C1CC2=CC=C(C=C2CC1)C#N (2-pentyl-1,2,3,4-tetrahydronaphthalene-6-carbonitrile). The yield is 99.0%. Reaction SMILES: [CH2:1]([CH:6]1[CH2:15][CH2:14][C:13]2[C:8](=[CH:9][CH:10]=[C:11]([C:16]([NH2:18])=O)[CH:12]=2)[CH2:7]1)[CH2:2][CH2:3][CH2:4][CH3:5].C1(S(Cl)(=O)=O)C=CC=CC=1.Cl>N1C=CC=CC=1>[CH2:1]([CH:6]1[CH2:15][CH2:14][C:13]2[C:8](=[CH:9][CH:10]=[C:11]([C:16]#[N:18])[CH:12]=2)[CH2:7]1)[CH2:2][CH2:3][CH2:4][CH3:5]. Procedure details: 2.605 g of 2-pentyl-1,2,3,4-tetrahydro-naphthalene-6-carboxamide are suspended in 40 ml of absolute pyridine and treated with 2.86 g of benzenesulfonyl chloride while stirring. The solution, which becomes clear, is left to stand at room temperature overnight, the poured into a mixture of 50 g of ice and 40 ml of concentrated hydrochloric acid and exhaustively extracted with dichloromethane. The organic phases are washed neutral with water, dried over sodium sulfate and the solvent is removed by ...